This data is from the Open Reaction Database (ORD), a public repository of structured organic reaction records. The task is: describe an organic reaction: reactants, conditions, products, and yield Starting materials: C(C1=CC=CC=C1)N1CCC2(C(N=CN2C2=CC=C(C=C2)F)=O)CC1 (8-benzyl-1-(4-fluoro-phenyl)-1,3,8-triazaspiro[4.5]dec-2-en-4-one), ClCCCl (1,2-dichloroethane), ClC(=O)OC(C)Cl (1-chloroethyl chloroformate). Solvent: CO (methanol). Product: Cl.FC1=CC=C(C=C1)N1C=NC(C12CCNCC2)=O (1-(4-fluoro-phenyl)-1,3,8-triazaspiro[4.5]dec-2-en-4-one hydrochloride). Reaction SMILES: C([N:8]1[CH2:25][CH2:24][C:11]2([N:15]([C:16]3[CH:21]=[CH:20][C:19]([F:22])=[CH:18][CH:17]=3)[CH:14]=[N:13][C:12]2=[O:23])[CH2:10][CH2:9]1)C1C=CC=CC=1.[Cl:26]CCCl.ClC(OC(Cl)C)=O>CO>[ClH:26].[F:22][C:19]1[CH:20]=[CH:21][C:16]([N:15]2[C:11]3([CH2:10][CH2:9][NH:8][CH2:25][CH2:24]3)[C:12](=[O:23])[N:13]=[CH:14]2)=[CH:17][CH:18]=1 |f:4.5|. Procedure: Combine 8-benzyl-1-(4-fluoro-phenyl)-1,3,8-triazaspiro[4.5]dec-2-en-4-one (10 mmol) and 1,2-dichloroethane (70 mL). Cool using an ice bath. Add in dropwise fashion, 1-chloroethyl chloroformate (48.6 mmol). Warm to ambient temperature and maintain for 1 h. Extract using saturated NaHCO3 (120 mL). Extract the aqueous phase using dichloromethane (120 mL). Combine the organic layers, extract with saturated NaCl, dry over Na2SO4, filter, and concentrate in vacuo to obtain a residue. Add anhydrous met... Yields the product O=C1CSc2ncc(CO)cc2N1. Reaction SMILES: [BH4-:23].[CH2:15]([O:16][C:17]([Cl:18])=[O:19])[CH:20]([CH3:21])[CH3:22].[Na+:24].[O:1]=[C:2]1[NH:3][c:4]2[c:5]([n:8][cH:9][c:10]([C:12](=[O:13])[OH:14])[cH:11]2)[S:6][CH2:7]1>>[O:1]=[C:2]1[NH:3][c:4]2[c:5]([n:8][cH:9][c:10]([CH2:12][OH:13])[cH:11]2)[S:6][CH2:7]1. Starting materials: [BH4-], CC(C)COC(=O)Cl, [Na+], O=C1CSc2ncc(C(=O)O)cc2N1. The reactants are NC(C(C(=O)OCC)NC(C)C(=O)N1[C@H](C(=O)O)CCC1)CC(C)C (N-(2-amino-1-ethoxycarbonyl-4-methyl-pentyl)-D,L-alanyl-L-proline), C(C1=CC=CC=C1)(=O)Cl (benzoyl chloride). Yields the product C(C1=CC=CC=C1)(=O)NC(C(C(=O)OCC)NC(C)C(=O)N1[C@H](C(=O)O)CCC1)CC(C)C (N-(2-benzamido-1-ethoxycarbonyl-4-methylpentyl)-D,L-alanyl-L-proline). Reaction SMILES: [NH2:1][CH:2]([CH2:22][CH:23]([CH3:25])[CH3:24])[CH:3]([NH:9][CH:10]([C:12]([N:14]1[CH2:21][CH2:20][CH2:19][C@H:15]1[C:16]([OH:18])=[O:17])=[O:13])[CH3:11])[C:4]([O:6][CH2:7][CH3:8])=[O:5].[C:26](Cl)(=[O:33])[C:27]1[CH:32]=[CH:31][CH:30]=[CH:29][CH:28]=1>>[C:26]([NH:1][CH:2]([CH2:22][CH:23]([CH3:24])[CH3:25])[CH:3]([NH:9][CH:10]([C:12]([N:14]1[CH2:21][CH2:20][CH2:19][C@H:15]1[C:16]([OH:18])=[O:17])=[O:13])[CH3:11])[C:4]([O:6][CH2:7][CH3:8])=[O:5])(=[O:33])[C:27]1[CH:32]=[CH:31][CH:30]=[CH:29][CH:28]=1. Procedure details: By treating a solution of N-(2-amino-1-ethoxycarbonyl-4-methylpentyl)-D,L-alanyl-L-proline (prepared as described in Example 79) in organic solvent with benzoyl chloride, one can obtain N-(2-benzamido-1-ethoxycarbonyl-4-methylpentyl)-D,L-alanyl-L-proline. Starting materials: Cl.ClC1=CC=C(CN(N)C2=CC=C(C=C2)C(F)(F)F)C=C1 (1-(4-chlorobenzyl)-1-(4-trifluoromethylphenyl) hydrazine hydrochloride), ethyl and isopropyl esters, CCOC(=O)CC1CCCCC1=O (ethyl 2-cyclohexanone acetate). Yields the product ClC1=CC=C(CN2C3=CC=C(C=C3C=3CCCC(C23)CC(=O)OCC)C(F)(F)F)C=C1 (Ethyl 9-p-chlorobenzyl-6-trifluoromethyl-1,2,3,4-tetrahydrocarbazol-1-yl-acetate). Reaction SMILES: Cl.[Cl:2][C:3]1[CH:21]=[CH:20][C:6]([CH2:7][N:8]([C:10]2[CH:15]=[CH:14][C:13]([C:16]([F:19])([F:18])[F:17])=[CH:12][CH:11]=2)N)=[CH:5][CH:4]=1.[CH3:22][CH2:23][O:24][C:25]([CH2:27][CH:28]1[C:33](=O)[CH2:32][CH2:31][CH2:30][CH2:29]1)=[O:26]>>[Cl:2][C:3]1[CH:21]=[CH:20][C:6]([CH2:7][N:8]2[C:29]3[CH:28]([CH2:27][C:25]([O:24][CH2:23][CH3:22])=[O:26])[CH2:33][CH2:32][CH2:31][C:30]=3[C:15]3[C:10]2=[CH:11][CH:12]=[C:13]([C:16]([F:19])([F:18])[F:17])[CH:14]=3)=[CH:5][CH:4]=1 |f:0.1|. Reported procedure: Following the procedure of Example 1, but using 1-(4-chlorobenzyl)-1-(4-trifluoromethylphenyl) hydrazine hydrochloride and ethyl 2-cyclohexanone acetate as starting materials, the title compound was prepared as a mixture of ethyl and isopropyl esters. Starting materials: BrB(Br)Br, COc1cccc(SCc2cccc(C)c2C(=O)OCC(C)C)c1, ClCCl. Product: Cc1cccc(CSc2cccc(O)c2)c1C(=O)OCC(C)C. As a reaction SMILES: [B:1]([Br:2])([Br:3])[Br:4].[CH3:5][O:6][c:7]1[cH:8][c:9]([S:13][CH2:14][c:15]2[c:16]([C:17](=[O:18])[O:19][CH2:20][CH:21]([CH3:22])[CH3:23])[c:24]([CH3:28])[cH:25][cH:26][cH:27]2)[cH:10][cH:11][cH:12]1.[Cl:29][CH2:30][Cl:31]>>[OH:6][c:7]1[cH:8][c:9]([S:13][CH2:14][c:15]2[c:16]([C:17](=[O:18])[O:19][CH2:20][CH:21]([CH3:22])[CH3:23])[c:24]([CH3:28])[cH:25][cH:26][cH:27]2)[cH:10][cH:11][cH:12]1. Starting materials: C(C)OC(CC1=CC(=CC=C1)NC(C1=CC(=CC=C1)Br)=O)=O ([3-(3-Bromo-benzoylamino)-phenyl]-acetic acid ethyl ester), C1(=CC=CC=C1)B(O)O (phenylboronic acid). Conditions: temperature 80 celsius. Product: C(C)OC(CC1=CC(=CC=C1)NC(=O)C=1C=C(C=CC1)C1=CC=CC=C1)=O ({3-[(Biphenyl-3-carbonyl)-amino]-phenyl}-acetic acid ethyl ester). As a reaction SMILES: [CH2:1]([O:3][C:4](=[O:22])[CH2:5][C:6]1[CH:11]=[CH:10][CH:9]=[C:8]([NH:12][C:13](=[O:21])[C:14]2[CH:19]=[CH:18][CH:17]=[C:16](Br)[CH:15]=2)[CH:7]=1)[CH3:2].[C:23]1(B(O)O)[CH:28]=[CH:27][CH:26]=[CH:25][CH:24]=1>>[CH2:1]([O:3][C:4](=[O:22])[CH2:5][C:6]1[CH:11]=[CH:10][CH:9]=[C:8]([NH:12][C:13]([C:14]2[CH:15]=[C:16]([C:23]3[CH:28]=[CH:27][CH:26]=[CH:25][CH:24]=3)[CH:17]=[CH:18][CH:19]=2)=[O:21])[CH:7]=1)[CH3:2]. Procedure details: [3-(3-Bromo-benzoylamino)-phenyl]-acetic acid ethyl ester (203 mg, 0.56 mmol) was coupled to phenylboronic acid using Method E, except that the reaction mixture was heated at 80° C. The crude residue was purified by column chromatography using 20% EtOAc in heptane to give the title compound.